Dataset: the Open Reaction Database (ORD), a public repository of structured organic reaction records. Task: describe an organic reaction: reactants, conditions, products, and yield Reactants: CC(C)(C)OC(=O)N1CCNCC12CC2, CCCSC1=NC(=O)C(=Cc2ccc3c(cnn3Cc3ccc(C(F)(F)F)cc3C(F)(F)F)c2)S1. Product: CC(C)(C)OC(=O)N1CCN(C2=NC(=O)C(=Cc3ccc4c(cnn4Cc4ccc(C(F)(F)F)cc4C(F)(F)F)c3)S2)CC12CC2. Reaction SMILES: [C:36]([CH3:37])([CH3:38])([CH3:39])[O:40][C:41](=[O:42])[N:43]1[C:44]2([CH2:45][CH2:46]2)[CH2:47][NH:48][CH2:49][CH2:50]1.[F:1][C:2]([c:3]1[c:4]([CH2:5][n:6]2[n:7][cH:8][c:9]3[cH:10][c:11]([CH:15]=[C:16]4[C:17](=[O:25])[N:18]=[C:19]([S:21][CH2:22][CH2:23][CH3:24])[S:20]4)[cH:12][cH:13][c:14]23)[cH:26][cH:27][c:28]([C:30]([F:31])([F:32])[F:33])[cH:29]1)([F:34])[F:35]>>[F:1][C:2]([c:3]1[c:4]([CH2:5][n:6]2[n:7][cH:8][c:9]3[cH:10][c:11]([CH:15]=[C:16]4[C:17](=[O:25])[N:18]=[C:19]([N:48]5[CH2:47][C:44]6([N:43]([C:41]([O:40][C:36]([CH3:37])([CH3:38])[CH3:39])=[O:42])[CH2:50][CH2:49]5)[CH2:45][CH2:46]6)[S:20]4)[cH:12][cH:13][c:14]23)[cH:26][cH:27][c:28]([C:30]([F:31])([F:32])[F:33])[cH:29]1)([F:34])[F:35]. Starting materials: [OH-].[Na+] (sodium hydroxide), C(C)(=O)N[C@H]1C(O)O[C@@H]([C@H]([C@@H]1O)F)CO (N-acetyl-4-deoxy-4-fluoro-D-glucosamine), C(C(=O)C)(=O)[O-].[Na+] (sodium pyruvate), [N-]=[N+]=[N-].[Na+] (sodium azide), C(C)(=O)N[C@@H]1[C@H](CC(C(O)=O)(O)O[C@H]1[C@H](O)[C@H](O)CO)O (N-acetyl-neuraminic acid). Solvent: O (water). Reaction conditions: temperature 20 celsius, time 4 day. The product is C(C)(=O)N[C@@H]1[C@H](CC(C(O)=O)(O)O[C@H]1[C@@H]([C@H](O)CO)F)O (N-acetyl-7-deoxy-7-fluoro-neuraminic acid). The yield is 19.2%. RXN SMILES: [C:1]([NH:4][C@@H:5]1[C@@H:11]([OH:12])[C@H:10]([F:13])[C@@H:9]([CH2:14][OH:15])[O:8][CH:6]1[OH:7])(=[O:3])[CH3:2].[C:16]([O-:21])(=[O:20])[C:17]([CH3:19])=[O:18].[Na+].[N-]=[N+]=[N-].[Na+].[OH-].[Na+].C(N[C@H]1[C@H]([C@@H]([C@@H](CO)O)O)OC(O)(C(=O)O)C[C@@H]1O)(=O)C>O>[C:1]([NH:4][C@H:5]1[C@H:11]([C@H:10]([F:13])[C@@H:9]([CH2:14][OH:15])[OH:8])[O:12][C:17]([OH:18])([C:16](=[O:21])[OH:20])[CH2:19][C@@H:6]1[OH:7])(=[O:3])[CH3:2] |f:1.2,3.4,5.6|. Procedure details: The compound (16) (1.241 g), sodium pyruvate (1.200 g) and sodium azide (4.3 mg) were dissolved in distilled water (4.3 ml) and the pH of the resulting solution was adjusted to 10.59 by 2N sodium hydroxide. To this solution, 4.3 mg (112 U) of N-acetyl-neuraminic acid aldolase (NAL-300, manufactured by Toyobo Co., Ltd.) was added, followed by stirring mildly at 20° C. for 4 days. Thereafter, the reaction solution was desalted with an ion exchange resin (Dowex 50X8-200, H-type) and purified by an ... Reactants: CC1([C@@H]2CCC=3C4=CC[C@H]([C@@H](CCCO)C)[C@]4(CCC3[C@]2(CC[C@@H]1O)C)C)C (4,4-dimethyl-5α-chola-8,14-dien-3β,24-diol), C[N+]1(CCOCC1)[O-] (N-methylmorpholine-N-oxide), CCOCC (ether). The reagents and catalysts are CCC[N+](CCC)(CCC)CCC.[O-][Ru](=O)(=O)=O (TPAP). Run in ClCCl (dichloromethane). Run at time 30 minute. The product is O=C1C([C@@H]2CCC=3C4=CC[C@H]([C@@H](CCC=O)C)[C@]4(CCC3[C@]2(CC1)C)C)(C)C (3-oxo-4,4-dimethyl-5α-chola-8,14-dien-24-aldehyde). The yield is 69.9%. RXN SMILES: [CH3:1][C:2]1([CH3:28])[C@@H:24]([OH:25])[CH2:23][CH2:22][C@@:21]2([CH3:26])[C@H:3]1[CH2:4][CH2:5][C:6]1[C:7]3[C@:17]([CH3:27])([CH2:18][CH2:19][C:20]=12)[C@@H:10]([C@H:11]([CH3:16])[CH2:12][CH2:13][CH2:14][OH:15])[CH2:9][CH:8]=3.C[N+]1([O-])CCOCC1.CCOCC>ClCCl.CCC[N+](CCC)(CCC)CCC.[O-][Ru](=O)(=O)=O>[O:25]=[C:24]1[CH2:23][CH2:22][C@@:21]2([CH3:26])[C@@H:3]([CH2:4][CH2:5][C:6]3[C:7]4[C@:17]([CH3:27])([CH2:18][CH2:19][C:20]=32)[C@@H:10]([C@H:11]([CH3:16])[CH2:12][CH2:13][CH:14]=[O:15])[CH2:9][CH:8]=4)[C:2]1([CH3:1])[CH3:28] |f:4.5|. Procedure: A suspension of 4,4-dimethyl-5α-chola-8,14-dien-3β,24-diol (500 mg, 1.29 mmol), N-methylmorpholine-N-oxide (600 mg, 5.2 mmol), TPAP (45 mg, 0.13 mmol) and crushed molecular sieves (2 g) in dichloromethane (5 mL) was stirred for 30 minutes at room temperature. Addition of ether (15 mL) and filtration through kieselguhr gave a dark brown solution which was concentrated under reduced pressure and purified by chromatography (Eluant: 3 hexane: 1 ethyl acetate) to give the 3-oxo-4,4-dimethyl-5α-chola-... Starting materials: C([O-])([O-])=O.[K+].[K+] (Potassium carbonate), C(C)(=O)OC1=C(C(=O)NC2=C(C(=O)OC(C)(C)C)C=CC(=C2)C2=CC=CC=C2)C=CC(=C1)Cl (tert-butyl 2-(2-acetoxy-4-chlorobenzamido)-4-phenylbenzoate). The solvent is CO (methanol), O1CCOCC1 (dioxane). Reaction conditions: time 2 hour. Yields the product ClC1=CC(=C(C(=O)NC2=C(C(=O)OC(C)(C)C)C=CC(=C2)C2=CC=CC=C2)C=C1)O (tert-butyl 2-(4-chloro-2-hydroxybenzamido)-4-phenylbenzoate). Reaction SMILES: C(=O)([O-])[O-].[K+].[K+].C([O:10][C:11]1[CH:38]=[C:37]([Cl:39])[CH:36]=[CH:35][C:12]=1[C:13]([NH:15][C:16]1[CH:28]=[C:27]([C:29]2[CH:34]=[CH:33][CH:32]=[CH:31][CH:30]=2)[CH:26]=[CH:25][C:17]=1[C:18]([O:20][C:21]([CH3:24])([CH3:23])[CH3:22])=[O:19])=[O:14])(=O)C>CO.O1CCOCC1>[Cl:39][C:37]1[CH:36]=[CH:35][C:12]([C:13]([NH:15][C:16]2[CH:28]=[C:27]([C:29]3[CH:34]=[CH:33][CH:32]=[CH:31][CH:30]=3)[CH:26]=[CH:25][C:17]=2[C:18]([O:20][C:21]([CH3:24])([CH3:23])[CH3:22])=[O:19])=[O:14])=[C:11]([OH:10])[CH:38]=1 |f:0.1.2|. Reported procedure: Potassium carbonate (0.12 g) was added to a solution mixture of the obtained tert-butyl 2-(2-acetoxy-4-chlorobenzamido)-4-phenylbenzoate (0.13 g) in methanol (2.5 mL) and dioxane (2.5 mL), followed by stirring at room temperature for 2 hours. The solvent was evaporated under reduced pressure, and a 10% aqueous solution of citric acid and ethyl acetate were added to the residue. The organic layer was separated, washed with a saturated aqueous solution of sodium chloride, and dried over anhydrous ...